This data is from the Open Reaction Database (ORD), a public repository of structured organic reaction records. The task is: describe an organic reaction: reactants, conditions, products, and yield Reactants: OC1=NC=C(C=C1)[N+](=O)[O-] (2-Hydroxy-5-nitropyridine), BrBr (bromine), C(C)(=O)OCC (Ethyl acetate), BrBr (bromine). Solvent: C(Cl)(Cl)Cl (chloroform), C(C)(=O)O (acetic acid). The product is BrC=1C(=NC=C(C1)[N+](=O)[O-])O (3-Bromo-2-hydroxy-5-nitropyridine). Yield: 54.7%. As a reaction SMILES: [OH:1][C:2]1[CH:7]=[CH:6][C:5]([N+:8]([O-:10])=[O:9])=[CH:4][N:3]=1.[Br:11]Br.C(OCC)(=O)C>C(Cl)(Cl)Cl.C(O)(=O)C>[Br:11][C:7]1[C:2]([OH:1])=[N:3][CH:4]=[C:5]([N+:8]([O-:10])=[O:9])[CH:6]=1. Procedure: 2-Hydroxy-5-nitropyridine (10.0 g, 71 mmol) in chloroform (200 ml) and acetic acid (10 ml) was treated with bromine (3.7 ml, 72 mmol) and then refluxed for 24 hrs. More bromine (3.7 ml, 72 mmol) was added and the mixture refluxed for a further 48 hrs, then cooled. Ethyl acetate (150 ml) was added and the solid formed removed by filtration, washed with ethyl acetate (50 ml) and dried to give the product as an off-white powder (8.5 g). Reaction SMILES: [CH2:20]([c:21]1[cH:22][cH:23][cH:24][cH:25][cH:26]1)[N:27]1[CH2:28][CH2:29][NH:30][CH2:31][CH2:32]1.[CH2:44]([N:45]=[C:46]=[N:47][CH2:48][CH2:49][CH2:50][N:51]([CH3:52])[CH3:53])[CH3:54].[CH3:55][N:56]([CH3:57])[CH:58]=[O:59].[ClH:43].[Na+:61].[OH-:60].[OH:33][n:34]1[c:35]2[cH:36][cH:37][cH:38][cH:39][c:40]2[n:41][n:42]1.[nH:1]1[n:2][cH:3][c:4]2[cH:5][c:6]([NH:10][c:11]3[c:12]([C:13](=[O:14])[OH:15])[cH:16][cH:17][cH:18][cH:19]3)[cH:7][cH:8][c:9]12>>[nH:1]1[n:2][cH:3][c:4]2[cH:5][c:6]([NH:10][c:11]3[c:12]([C:13](=[O:15])[N:30]4[CH2:29][CH2:28][N:27]([CH2:20][c:21]5[cH:22][cH:23][cH:24][cH:25][cH:26]5)[CH2:32][CH2:31]4)[cH:16][cH:17][cH:18][cH:19]3)[cH:7][cH:8][c:9]12. Reactants: c1ccc(CN2CCNCC2)cc1, CCN=C=NCCCN(C)C, CN(C)C=O, Cl, [Na+], [OH-], On1nnc2ccccc21, O=C(O)c1ccccc1Nc1ccc2[nH]ncc2c1. The product is O=C(c1ccccc1Nc1ccc2[nH]ncc2c1)N1CCN(Cc2ccccc2)CC1.